From a dataset of the Open Reaction Database (ORD), a public repository of structured organic reaction records. describe an organic reaction: reactants, conditions, products, and yield The reactants are C(C)(C)(C)OC(=O)C1=NC=CC(=C1)OC1=CC2=C(N(C(=N2)NC2=CC(=C(C=C2)Br)C)C)C=C1 (tert-butyl4-(2-{[4-bromo-3-methylphenyl]amino)-1-methylbenzimidazol-5-yloxy)pyridine-2-carboxylate), C(C)(C)(C)OC(=O)C1=NC=CC(=C1)OC1=CC(=C(C=C1OC)NC)N (tert-butyl4-[3-amino-6-methoxy-4-(methylamino)phenoxy]pyridine-2-carboxylate), NC(=S)N (thiourea), IC (iodomethane), FC(C(=O)O)(F)F (trifluoroacetic acid). Run in CO (methanol), C(Cl)Cl (methylene chloride). Run at time 16 hour. Yields the product BrC1=C(C=C(C=C1)NC1=NC2=C(N1C)C=C(C(=C2)OC2=CC(=NC=C2)C(=O)O)OC)C (4-{2-[(4-bromo-3-methylphenyl)amino]-6-methoxy-1-methylbenzimidazol-5-yloxy)pyridine-2-carboxylic acid). RXN SMILES: C([O:5][C:6]([C:8]1[CH:13]=[C:12]([O:14][C:15]2[C:20]([O:21][CH3:22])=[CH:19][C:18]([NH:23][CH3:24])=[C:17]([NH2:25])[CH:16]=2)[CH:11]=[CH:10][N:9]=1)=[O:7])(C)(C)C.NC(N)=S.IC.C(OC(C1C=C(OC2C=CC3N(C)[C:51]([NH:53][C:54]4[CH:59]=[CH:58][C:57]([Br:60])=[C:56]([CH3:61])[CH:55]=4)=NC=3C=2)C=CN=1)=O)(C)(C)C.FC(F)(F)C(O)=O>CO.C(Cl)Cl>[Br:60][C:57]1[CH:58]=[CH:59][C:54]([NH:53][C:51]2[N:23]([CH3:24])[C:18]3[CH:19]=[C:20]([O:21][CH3:22])[C:15]([O:14][C:12]4[CH:11]=[CH:10][N:9]=[C:8]([C:6]([OH:5])=[O:7])[CH:13]=4)=[CH:16][C:17]=3[N:25]=2)=[CH:55][C:56]=1[CH3:61]. Procedure: To tert-butyl4-[3-amino-6-methoxy-4-(methylamino)phenoxy]pyridine-2-carboxylate (1 eq) in methanol was added 4-bromo-3-methylbenzeneisothiocyanate (1 eq) and stir at ambient temperature for 16 h. Formation of the corresponding thiourea was followed by LC/MS. To it was then added iodomethane (1 eq) and heated to 60° C. for 2 h. Formation of tert-butyl4-(2-{[4-bromo-3-methylphenyl]amino)-1-methylbenzimidazol-5-yloxy)pyridine-2-carboxylate was followed by LC/MS. To it in methylene chloride was adde... Reactants: COC=1C=C(C=CC1OC)C(=CC(=O)OCC)CCCCC1=CC=CC=C1 (ethyl 3-(3,4-dimethoxyphenyl)-7-phenyl-2-heptenoate), [OH-].[Na+] (sodium hydroxide), Cl (HCl). Run in C(C)O (ethanol). Product: COC=1C=C(C=CC1OC)C(=CC(=O)O)CCCCC1=CC=CC=C1 (3-(3,4-Dimethoxyphenyl)-7-phenyl-2-heptenoic acid). Isolated yield 85.7%. Reaction SMILES: [CH3:1][O:2][C:3]1[CH:4]=[C:5]([C:11]([CH2:18][CH2:19][CH2:20][CH2:21][C:22]2[CH:27]=[CH:26][CH:25]=[CH:24][CH:23]=2)=[CH:12][C:13]([O:15]CC)=[O:14])[CH:6]=[CH:7][C:8]=1[O:9][CH3:10].[OH-].[Na+].Cl>C(O)C>[CH3:1][O:2][C:3]1[CH:4]=[C:5]([C:11]([CH2:18][CH2:19][CH2:20][CH2:21][C:22]2[CH:23]=[CH:24][CH:25]=[CH:26][CH:27]=2)=[CH:12][C:13]([OH:15])=[O:14])[CH:6]=[CH:7][C:8]=1[O:9][CH3:10] |f:1.2|. Procedure: A mixture containing ethyl 3-(3,4-dimethoxyphenyl)-7-phenyl-2-heptenoate (0.9 g, 2.4 mmol) and 10% sodium hydroxide (10 mL) in ethanol (20 mL) is heated under reflux for 1 hour. The mixture is cooled and is added to aqueous HCl and is extracted with ether. The organic layer is washed with water and is dried over MgSO4. The solvent is removed in vacuo to provide 3-(3,4-Dimethoxyphenyl)-7-phenyl-2-heptenoic acid as an oil (0.7 g, 87% ) 1H-NMR (300 MHz, CDCl3) δ (TMS) 1.48-1.60 (m, 2H), 1.60-1.80 (... Starting materials: C(C1=CC=CC=C1)N1C[C@@H]2[C@](C1)(C(NC2=O)=O)OC ((cis)-5-benzyl-3a-methoxytetrahydropyrrolo[3,4-c]pyrrole-1,3(2H,3aH)-dione), B(Br)(Br)Br (BBr3). Run in C(Cl)Cl (DCM). Reaction conditions: temperature 0 celsius, time 1 hour. Yields the product C(C1=CC=CC=C1)N1C[C@@H]2[C@](C1)(C(NC2=O)=O)O ((cis)-5-benzyl-3a-hydroxytetrahydropyrrolo[3,4-c]pyrrole-1,3(2H,3aH)-dione). Reaction SMILES: [CH2:1]([N:8]1[CH2:12][C@:11]2([O:18]C)[C:13](=[O:17])[NH:14][C:15](=[O:16])[C@@H:10]2[CH2:9]1)[C:2]1[CH:7]=[CH:6][CH:5]=[CH:4][CH:3]=1.B(Br)(Br)Br>C(Cl)Cl>[CH2:1]([N:8]1[CH2:12][C@:11]2([OH:18])[C:13](=[O:17])[NH:14][C:15](=[O:16])[C@@H:10]2[CH2:9]1)[C:2]1[CH:3]=[CH:4][CH:5]=[CH:6][CH:7]=1. Procedure: To a cooled −78° C. solution of (cis)-5-benzyl-3a-methoxytetrahydropyrrolo[3,4-c]pyrrole-1,3(2H,3aH)-dione (403 mg, 1.55 mmol) in DCM (5.15 mL was added BBr3 (0.293 mL, 3.10 mmol). After 1 hr, the reaction mixture was warmed to 0° C. and stirred for an additional 1 hr and eventually warmed to rt and stirred for 24 hrs. The reaction mixture was cooled to 0° C., quenched with MeOH until the evolution of gas subsided. The mixture was concentrated and the residue was redissolved in MeOH (4 mL). Pd/C...